From a dataset of the Open Reaction Database (ORD), a public repository of structured organic reaction records. describe an organic reaction: reactants, conditions, products, and yield Reactants: O=C([O-])[O-], CC(=O)[O-], CC(=O)[O-], CC(=O)O, [Cu+2], [K+], [K+], Nc1ccnn1Cc1ccccc1, CN(C)C=O, O, O=C(O)c1ccccc1I. The product is O=C(O)c1ccccc1Nc1ccnn1Cc1ccccc1. As a reaction SMILES: [C:29](=[O:30])([O-:31])[O-:32].[C:35]([O-:36])(=[O:37])[CH3:38].[C:40]([O-:41])(=[O:42])[CH3:43].[CH3:44][C:45](=[O:46])[OH:47].[Cu+2:39].[K+:33].[K+:34].[NH2:11][c:12]1[cH:13][cH:14][n:15][n:16]1[CH2:17][c:18]1[cH:19][cH:20][cH:21][cH:22][cH:23]1.[O:24]=[CH:25][N:26]([CH3:27])[CH3:28].[OH2:48].[OH:1][C:2](=[O:3])[c:4]1[cH:5][cH:6][cH:7][cH:8][c:9]1[I:10]>>[OH:1][C:2](=[O:3])[c:4]1[cH:5][cH:6][cH:7][cH:8][c:9]1[NH:11][c:12]1[cH:13][cH:14][n:15][n:16]1[CH2:17][c:18]1[cH:19][cH:20][cH:21][cH:22][cH:23]1. Starting materials: CCOC(OCC)N1CCNC1=N[N+](=O)[O-], CN1CCN(C)C1=O, CC(=O)O, Cc1ccc(N)cc1, O. The product is Cc1ccc(N=CN2CCNC2=N[N+](=O)[O-])cc1. RXN SMILES: [CH2:22]([O:23][CH:25]([O:24][CH2:35][CH3:36])[N:26]1[C:27](=[N:31][N+:32](=[O:33])[O-:34])[NH:28][CH2:29][CH2:30]1)[CH3:37].[CH3:13][N:14]1[CH2:15][CH2:16][N:17]([CH3:18])[C:19]1=[O:20].[CH3:1][C:2](=[O:3])[OH:4].[CH3:5][c:6]1[cH:7][cH:8][c:9]([NH2:10])[cH:11][cH:12]1.[OH2:21]>>[CH3:5][c:6]1[cH:7][cH:8][c:9]([N:10]=[CH:25][N:26]2[C:27](=[N:31][N+:32](=[O:33])[O-:34])[NH:28][CH2:29][CH2:30]2)[cH:11][cH:12]1. Starting materials: C1(CCCCC1)=O (Cyclohexanone), 2a, [Li+].C[Si](C)(C)[N-][Si](C)(C)C (LHMDS), COC(C(=O)OC)OC (Methyl dimethoxyacetate), 11a. The solvent is C1CCOC1 (THF), C1CCOC1 (THF), C1CCOC1 (THF). Reaction conditions: temperature -78 celsius, time 1 hour. The product is COC(C(=O)C1C(CCCC1)=O)OC (2-(2,2-dimethoxy-acetyl)-cyclohexanone), 11b. Yield: 65.0%. As a reaction SMILES: [C:1]1(=[O:7])[CH2:6][CH2:5][CH2:4][CH2:3][CH2:2]1.[Li+].C[Si]([N-][Si](C)(C)C)(C)C.[CH3:18][O:19][CH:20]([O:25][CH3:26])[C:21](OC)=[O:22]>C1COCC1>[CH3:18][O:19][CH:20]([O:25][CH3:26])[C:21]([CH:2]1[CH2:3][CH2:4][CH2:5][CH2:6][C:1]1=[O:7])=[O:22] |f:1.2|. Procedure details: Cyclohexanone Compound 2a (1.37 g, 14.0 mMol) in THF (5 mL) was added dropwise to a solution of LHMDS (16.0 mL, 16.0 mMol) in anhydrous THF (25 mL) at −78° C. under a N2 atmosphere. The solution was stirred at −78° C. for about 1 hr. Methyl dimethoxyacetate Compound 11a (1.88 g, 14.0 mMol) in anhydrous THF (5 mL) was then added dropwise. The reaction mixture was stirred while warming to r.t. over a period of about 15 hrs, then the reaction was quenched with water (5 mL). The organic layer was di... Starting materials: [Li+].CC(C)[N-]C(C)C (LDA), C(CCC=C)(=O)OCC (ethyl pent-4-enoate), BrC1=CC(=C(CBr)C=C1)Cl (4-bromo-2-chlorobenzyl bromide). Product: BrC1=CC(=C(CC(C(=O)OCC)CC=C)C=C1)Cl (Ethyl 2-(4-bromo-2-chlorobenzyl)pent-4-enoate). The yield is 71.1%. Solvent: C1CCOC1 (THF). Reported procedure: Add LDA (5.27 mL, 10.5 mmol, 2.0 M) into a solution of ethyl pent-4-enoate (0.9 g, 7.0 mmol), in THF (125 mL) at −78° C. and stir for 15 minutes. Add 4-bromo-2-chlorobenzyl bromide (3.3 g, 10.5 mmol) and warm reaction to room temperature. Quench with ammonium chloride solution, extract the reaction mixture with methylene chloride and wash the organic layer with brine. Dry over sodium sulfate, filter and concentrate. Purify the residue with silica gel column (hexanes) to afford the title compound... RXN SMILES: [Li+].CC([N-]C(C)C)C.[C:9]([O:15][CH2:16][CH3:17])(=[O:14])[CH2:10][CH2:11][CH:12]=[CH2:13].[Br:18][C:19]1[CH:26]=[CH:25][C:22]([CH2:23]Br)=[C:21]([Cl:27])[CH:20]=1>C1COCC1>[Br:18][C:19]1[CH:26]=[CH:25][C:22]([CH2:23][CH:10]([CH2:11][CH:12]=[CH2:13])[C:9]([O:15][CH2:16][CH3:17])=[O:14])=[C:21]([Cl:27])[CH:20]=1 |f:0.1|. Reactants: CCO, CCOC(=O)C(C)=Cc1ccc(OC)cc1, [H][H]. Product: CCOC(=O)C(C)Cc1ccc(OC)cc1. As a reaction SMILES: [CH3:19][CH2:20][OH:21].[CH3:1][O:2][c:3]1[cH:4][cH:5][c:6]([CH:7]=[C:8]([C:9](=[O:10])[O:11][CH2:12][CH3:13])[CH3:14])[cH:15][cH:16]1.[H:17][H:18]>>[CH3:1][O:2][c:3]1[cH:4][cH:5][c:6]([CH2:7][CH:8]([C:9](=[O:10])[O:11][CH2:12][CH3:13])[CH3:14])[cH:15][cH:16]1. Reactants: solution, C12=CC=C(N1)C=C1C=CC(=N1)C=C1C=CC(N1)=CC=1C=CC(N1)=C2 (porphyrin), CC(=O)[O-].CC(=O)[O-].[Cu+2].O (Cu(OAc)2.H2O), Cu(OAc)2H2O. Solvent: CO (methanol). Reaction conditions: time 20 minute. Product: C12=CC=C(N1)C=C1C=CC(=N1)C=C1C=CC(N1)=CC=1C=CC(N1)=C2.[Cu] (copper porphyrin). As a reaction SMILES: [C:1]12[CH:24]=[C:22]3[N:23]=[C:19]([CH:20]=[CH:21]3)[CH:18]=[C:16]3[NH:17][C:13]([CH:14]=[CH:15]3)=[CH:12][C:10]3=[N:11][C:7]([CH:8]=[CH:9]3)=[CH:6][C:4]([NH:5]1)=[CH:3][CH:2]=2.CC([O-])=O.CC([O-])=O.[Cu+2:33].O>CO>[C:1]12[CH:24]=[C:22]3[N:23]=[C:19]([CH:20]=[CH:21]3)[CH:18]=[C:16]3[NH:17][C:13]([CH:14]=[CH:15]3)=[CH:12][C:10]3=[N:11][C:7]([CH:8]=[CH:9]3)=[CH:6][C:4]([NH:5]1)=[CH:3][CH:2]=2.[Cu:33] |f:1.2.3.4,6.7|. Reported procedure: A 1:1.1 molar solution of porphyrin compound (VIII) (50 milligrams, 36.5 millimoles) to Cu(OAc)2.H2O (8 milligrams, 40 millimoles) to Cu(OAc)2H2O was prepared by dissolving the two compounds in methanol. The resulting purple solution was stirred for 20 minutes during which time the color turned to red. The solvent was then removed by rotary evaporation. The resulting residue was dissolved in dichloromethane to make an organic phase, which was washed with water and then dried over anhydrous sodiu... The reactants are CC(C)(C)OC(=O)NC(CO)Cc1ccc(Br)cc1, O=C1NC(=O)c2ccccc21, CC(C)OC(=O)N=NC(=O)OC(C)C, C1CCOC1, c1ccc(P(c2ccccc2)c2ccccc2)cc1. The product is CC(C)(C)OC(=O)NC(Cc1ccc(Br)cc1)CN1C(=O)c2ccccc2C1=O. Reaction SMILES: [Br:1][c:2]1[cH:3][cH:4][c:5]([CH2:8][CH:9]([CH2:10][OH:11])[NH:12][C:13]([O:14][C:15]([CH3:16])([CH3:17])[CH3:18])=[O:19])[cH:6][cH:7]1.[O:39]=[C:40]1[NH:41][C:42](=[O:43])[c:44]2[cH:45][cH:46][cH:47][cH:48][c:49]21.[O:50]=[C:51]([O:52][CH:53]([CH3:54])[CH3:55])[N:56]=[N:57][C:58]([O:59][CH:60]([CH3:61])[CH3:62])=[O:63].[O:64]1[CH2:65][CH2:66][CH2:67][CH2:68]1.[c:20]1([P:21]([c:22]2[cH:23][cH:24][cH:25][cH:26][cH:27]2)[c:28]2[cH:29][cH:30][cH:31][cH:32][cH:33]2)[cH:34][cH:35][cH:36][cH:37][cH:38]1>>[Br:1][c:2]1[cH:3][cH:4][c:5]([CH2:8][CH:9]([CH2:10][N:41]2[C:40](=[O:39])[c:49]3[c:44]([cH:45][cH:46][cH:47][cH:48]3)[C:42]2=[O:43])[NH:12][C:13]([O:14][C:15]([CH3:16])([CH3:17])[CH3:18])=[O:19])[cH:6][cH:7]1. The reactants are C1(=CC=CC=C1)CC[N+](=O)[O-] (2-phenylnitroethane), C1(=CC=CC=C1)N=C=O (phenylisocyanate), C(#C)C12CCCN2CCC1 (7a-ethynyl-hexahydro-1H-pyrrolizine). The solvent is C1=CC=CC=C1 (benzene). Yields the product C(C1=CC=CC=C1)C1=NOC(=C1)C12CCCN2CCC1 (7a-(3-benzyl-5-isoxazolyl)-hexahydro-1H-pyrrolizine). The yield is 52.2%. RXN SMILES: [C:1]1([CH2:7][CH2:8][N+:9]([O-:11])=O)[CH:6]=[CH:5][CH:4]=[CH:3][CH:2]=1.C1(N=C=O)C=CC=CC=1.[C:21]([C:23]12[CH2:30][CH2:29][CH2:28][N:27]1[CH2:26][CH2:25][CH2:24]2)#[CH:22]>C1C=CC=CC=1>[CH2:7]([C:8]1[CH:22]=[C:21]([C:23]23[CH2:30][CH2:29][CH2:28][N:27]2[CH2:26][CH2:25][CH2:24]3)[O:11][N:9]=1)[C:1]1[CH:2]=[CH:3][CH:4]=[CH:5][CH:6]=1. Procedure details: 2-Phenylnitroethane (895 mg, 5.92 mmol, from step 15b) and phenylisocyanate (1.3 mL, 11.8 mmol) were dissolved in benzene (12 mL) and added to a flask containing 7a-ethynyl-hexahydro-1H-pyrrolizine (400 mg, 2.96 mmol, from step 13a). The solution was stirred at reflux for 5 hours, cooled and stirred for 48 hours at room temperature. The mixture was filtered and extracted with 6N HCl. The aqueous phase was made basic with 15% NaOH and extracted with methylene chloride. The organic extracts were c... RXN SMILES: Br[CH2:2][C:3](=[O:9])[CH2:4][C:5]([O:7][CH3:8])=[O:6].[C-:10]#[N:11].[Na+].O>CO>[C:10]([CH2:2][C:3](=[O:9])[CH2:4][C:5]([O:7][CH3:8])=[O:6])#[N:11] |f:1.2|. Product: C(#N)CC(CC(=O)OC)=O (methyl 4-cyano-3-oxobutanoate). The reactants are [C-]#N.[Na+] (sodium cyanide), O (water), BrCC(CC(=O)OC)=O (methyl 4-bromo-3-oxobutanoate), resultant solution. Reported procedure: 10 g of methyl 4-bromo-3-oxobutanoate is dissolved in 100 g of methanol. The resultant solution is cooled to 0° C. and a solution of 4 g of sodium cyanide in 100 g of methanol is added thereto. After completion of the addition, the mixture is warmed gradually to room temperature under stirring. Thereafter, the reaction mixture is poured into water, and extracted with ethyl acetate. The organic layer is washed with saturated brine, dried, concentrated to obtain methyl 4-cyano-3-oxobutanoate. Run in CO (methanol), CO (methanol).